From a dataset of the Open Reaction Database (ORD), a public repository of structured organic reaction records. describe an organic reaction: reactants, conditions, products, and yield Starting materials: C(CCC)NCC1=CC(=C(OC(C(=O)OCC)(C)C)C=C1)C (ethyl 2-{4-[(butylamino)methyl]-2-methylphenoxy}-2-methylpropanoate), BrC1=NC(=CC=C1)C1=CC=C(C=C1)C(F)(F)F (2-bromo-6-[4-(trifluoromethyl)phenyl]pyridine), C([O-])([O-])=O.[Cs+].[Cs+] (caesium carbonate), C1=CC=C(C=C1)P(C2=CC=CC=C2)C3=C(C4=CC=CC=C4C=C3)C5=C(C=CC6=CC=CC=C65)P(C7=CC=CC=C7)C8=CC=CC=C8 ((S)-2,2′-bis(diphenylphosphino)-1,1′-binapthyl). Reagents/catalysts: C(C)(=O)[O-].[Pd+2].C(C)(=O)[O-] (Palladium (II) acetate). The solvent is C1(=CC=CC=C1)C (toluene). Reaction conditions: temperature 80 celsius. Product: C(CCC)N(C1=NC(=CC=C1)C1=CC=C(C=C1)C(F)(F)F)CC1=CC(=C(OC(C(=O)OCC)(C)C)C=C1)C (Ethyl 2-{4-[(butyl{6-[4-(trifluoromethyl)phenyl]pyridin-2-yl}amino)methyl]-2-methylphenoxy}-2-methylpropanoate). Yield: 42.6%. As a reaction SMILES: C1C=CC(P(C2C=CC3C(=CC=CC=3)C=2C2C3C(=CC=CC=3)C=CC=2P(C2C=CC=CC=2)C2C=CC=CC=2)C2C=CC=CC=2)=CC=1.[CH2:47]([NH:51][CH2:52][C:53]1[CH:67]=[CH:66][C:56]([O:57][C:58]([CH3:65])([CH3:64])[C:59]([O:61][CH2:62][CH3:63])=[O:60])=[C:55]([CH3:68])[CH:54]=1)[CH2:48][CH2:49][CH3:50].Br[C:70]1[CH:75]=[CH:74][CH:73]=[C:72]([C:76]2[CH:81]=[CH:80][C:79]([C:82]([F:85])([F:84])[F:83])=[CH:78][CH:77]=2)[N:71]=1.C(=O)([O-])[O-].[Cs+].[Cs+]>C1(C)C=CC=CC=1.C([O-])(=O)C.[Pd+2].C([O-])(=O)C>[CH2:47]([N:51]([CH2:52][C:53]1[CH:67]=[CH:66][C:56]([O:57][C:58]([CH3:65])([CH3:64])[C:59]([O:61][CH2:62][CH3:63])=[O:60])=[C:55]([CH3:68])[CH:54]=1)[C:70]1[CH:75]=[CH:74][CH:73]=[C:72]([C:76]2[CH:81]=[CH:80][C:79]([C:82]([F:83])([F:85])[F:84])=[CH:78][CH:77]=2)[N:71]=1)[CH2:48][CH2:49][CH3:50] |f:3.4.5,7.8.9|. Reported procedure: Palladium (II) acetate (1.4 mg, 0.006 mmol) and (S)-2,2′-bis(diphenylphosphino)-1,1′-binapthyl (5.9 mg, 0.0095 mmol) in anhydrous toluene (0.32 mL) were stirred together at 70° C. in a sealed reactivial for 30 minutes. The vial was then allowed to attain room temperature before the ethyl 2-{4-[(butylamino)methyl]-2-methylphenoxy}-2-methylpropanoate (29 mg, 0.095 mmol), 2-bromo-6-[4-(trifluoromethyl)phenyl]pyridine (24 mg, 0.08 mmol) and caesium carbonate (36 mg, 0.11 mmol) were added. The vial w... The reactants are CC(C)(C)O, ClCCl, ClC(Cl)Cl, O=C(Cl)C(=O)Cl, Clc1ncnc2ccc(I)cc12, O=c1[nH]cnc2ccc(I)cc12, Nc1ccc2[nH]ccc2c1, CN(C)C=O, c1ccncc1. Yields the product Ic1ccc2ncnc(Nc3ccc4[nH]ccc4c3)c2c1. As a reaction SMILES: [C:54]([OH:55])([CH3:56])([CH3:57])[CH3:58].[CH2:47]([Cl:48])[Cl:49].[CH:50]([Cl:51])([Cl:52])[Cl:53].[Cl:13][C:14]([C:15]([Cl:16])=[O:17])=[O:18].[Cl:25][c:26]1[c:27]2[c:28]([cH:29][cH:30][c:31]([I:32])[cH:33]2)[n:34][cH:35][n:36]1.[I:1][c:2]1[cH:3][c:4]2[c:5](=[O:12])[nH:6][cH:7][n:8][c:9]2[cH:10][cH:11]1.[NH2:37][c:38]1[cH:39][c:40]2[cH:41][cH:42][nH:43][c:44]2[cH:45][cH:46]1.[O:59]=[CH:60][N:61]([CH3:62])[CH3:63].[cH:19]1[cH:20][cH:21][n:22][cH:23][cH:24]1>>[I:1][c:2]1[cH:3][c:4]2[c:5]([NH:37][c:38]3[cH:39][c:40]4[cH:41][cH:42][nH:43][c:44]4[cH:45][cH:46]3)[n:6][cH:7][n:8][c:9]2[cH:10][cH:11]1. The reactants are [Li]C (MeLi), C(C)OC(C(C(=O)OCC)=CC1CCN(CC1)C(=O)OC(C)(C)C)=O (2-(1-tert-butoxycarbonyl-piperidin4-ylmethylene)-malonic acid diethyl ester), [NH4+].[OH-] (NH4OH). The reagents and catalysts are [Cu]I (CuI). Run in C1CCOC1 (THF), C1CCOC1 (THF). Reaction conditions: time 30 minute. The product is C(C)OC(C(C(=O)OCC)C(C)C1CCN(CC1)C(=O)OC(C)(C)C)=O (2-[1-(1-tert-butoxycarbonyl-piperidin-4-yl)-ethyl]-malonic acid diethyl ester). The yield is 54.1%. RXN SMILES: [Li][CH3:2].[CH2:3]([O:5][C:6](=[O:27])[C:7](=[CH:13][CH:14]1[CH2:19][CH2:18][N:17]([C:20]([O:22][C:23]([CH3:26])([CH3:25])[CH3:24])=[O:21])[CH2:16][CH2:15]1)[C:8]([O:10][CH2:11][CH3:12])=[O:9])[CH3:4].[NH4+].[OH-]>C1COCC1.[Cu]I>[CH2:3]([O:5][C:6](=[O:27])[CH:7]([CH:13]([CH:14]1[CH2:19][CH2:18][N:17]([C:20]([O:22][C:23]([CH3:25])([CH3:24])[CH3:26])=[O:21])[CH2:16][CH2:15]1)[CH3:2])[C:8]([O:10][CH2:11][CH3:12])=[O:9])[CH3:4] |f:2.3|. Procedure: MeLi (5.34 mL, 8.54 mmol, 1.6 M in diethyl ether) was added dropwise to a slurry of CuI (0.74 g, 3.88 mmol) in THF (5 mL) at −78° C. under argon and the mixture was stirred for 30 min. A solution of 2-(1-tert-butoxycarbonyl-piperidin4-ylmethylene)-malonic acid diethyl ester (0.69 g, 1.94 mmol) in THF (5 mL) was added dropwise and the reacton mixture was stirred for 120 min at −78° C. and was then allowed to warm to room temperature during 60 min. Concentrated aqueous NH4OH was added and the mixt...